From a dataset of the Open Reaction Database (ORD), a public repository of structured organic reaction records. describe an organic reaction: reactants, conditions, products, and yield Starting materials: C(C)(C)N(CCOC1=CC=C(C=C1)C(=O)C1=C(C=CC(=C1)OC)C1=CC2=CC=C(C=C2C=C1)OC)C(C)C ([4-(2-diisopropylaminoethoxy)phenyl][5-methoxy-2-(6-methoxynaphthalen-2-yl)phenyl]methanone), C(C)(C)N(CCOC1=CC=C(C=C1)CC1=C(C=CC(=C1)OC)C1=CC2=CC=C(C=C2C=C1)OC)C(C)C (diisopropyl{2-{4-[5-methoxy-2-(6-methoxynaphthalen-2-yl)benzyl]phenoxy}ethyl}amine). Product: C(C)(C)N(CCOC1=CC=C(CC2=C(C=CC(=C2)O)C=2C=C3C=CC(=CC3=CC2)O)C=C1)C(C)C (6-{2-[4-(2-Diisopropylaminoethoxy)benzyl]-4-hydroxyphenyl}naphthalen-2-ol). RXN SMILES: [CH:1]([N:4]([CH:36]([CH3:38])[CH3:37])[CH2:5][CH2:6][O:7][C:8]1[CH:13]=[CH:12][C:11]([C:14]([C:16]2[CH:21]=[C:20]([O:22]C)[CH:19]=[CH:18][C:17]=2[C:24]2[CH:33]=[CH:32][C:31]3[C:26](=[CH:27][CH:28]=[C:29]([O:34]C)[CH:30]=3)[CH:25]=2)=O)=[CH:10][CH:9]=1)([CH3:3])[CH3:2].C(N(C(C)C)CCOC1C=CC(CC2C=C(OC)C=CC=2C2C=CC3C(=CC=C(OC)C=3)C=2)=CC=1)(C)C>>[CH:36]([N:4]([CH:1]([CH3:3])[CH3:2])[CH2:5][CH2:6][O:7][C:8]1[CH:13]=[CH:12][C:11]([CH2:14][C:16]2[CH:21]=[C:20]([OH:22])[CH:19]=[CH:18][C:17]=2[C:24]2[CH:25]=[C:26]3[C:31](=[CH:32][CH:33]=2)[CH:30]=[C:29]([OH:34])[CH:28]=[CH:27]3)=[CH:10][CH:9]=1)([CH3:37])[CH3:38]. Reported procedure: Synthesized from [4-(2-diisopropylaminoethoxy)phenyl][5-methoxy-2-(6-methoxynaphthalen-2-yl)phenyl]methanone according to an analogous synthetic method to Example 337 described below, diisopropyl{2-{4-[5-methoxy-2-(6-methoxynaphthalen-2-yl)benzyl]phenoxy}ethyl}amine (398 mg) was used according to an analogous synthetic method to Example 111 described below to provide the title compound (80 mg).